From a dataset of the Open Reaction Database (ORD), a public repository of structured organic reaction records. describe an organic reaction: reactants, conditions, products, and yield Reactants: CCCCCCCCCCCCCCCC(=O)OC(CCCCCCCCCCCCCCC)CC(=O)O, NC(CCCCNC(=O)OCc1ccccc1)C(=O)O, CN(C)C=O, [Na+], [OH-]. The product is CCCCCCCCCCCCCCCC(=O)OC(CCCCCCCCCCCCCCC)CC(=O)NC(CCCCNC(=O)OCc1ccccc1)C(=O)O. Reaction SMILES: [C:1]([CH2:2][CH2:3][CH2:4][CH2:5][CH2:6][CH2:7][CH2:8][CH2:9][CH2:10][CH2:11][CH2:12][CH2:13][CH2:14][CH2:15][CH3:16])(=[O:17])[O:18][CH:19]([CH2:20][C:21](=[O:22])[OH:23])[CH2:24][CH2:25][CH2:26][CH2:27][CH2:28][CH2:29][CH2:30][CH2:31][CH2:32][CH2:33][CH2:34][CH2:35][CH2:36][CH2:37][CH3:38].[CH2:39]([c:40]1[cH:41][cH:42][cH:43][cH:44][cH:45]1)[O:46][C:47](=[O:48])[NH:49][CH2:50][CH2:51][CH2:52][CH2:53][CH:54]([NH2:55])[C:56](=[O:57])[OH:58].[CH3:59][N:60]([CH3:61])[CH:62]=[O:63].[Na+:65].[OH-:64]>>[C:1]([CH2:2][CH2:3][CH2:4][CH2:5][CH2:6][CH2:7][CH2:8][CH2:9][CH2:10][CH2:11][CH2:12][CH2:13][CH2:14][CH2:15][CH3:16])(=[O:17])[O:18][CH:19]([CH2:20][C:21](=[O:23])[NH:55][CH:54]([CH2:53][CH2:52][CH2:51][CH2:50][NH:49][C:47]([O:46][CH2:39][c:40]1[cH:41][cH:42][cH:43][cH:44][cH:45]1)=[O:48])[C:56](=[O:57])[OH:58])[CH2:24][CH2:25][CH2:26][CH2:27][CH2:28][CH2:29][CH2:30][CH2:31][CH2:32][CH2:33][CH2:34][CH2:35][CH2:36][CH2:37][CH3:38]. Starting materials: C(C)(=O)N1CCC(CC1)(O)C(C1=C(C=CC(=C1)F)F)=O (1-acetyl-4-(2,5-difluorobenzoyl)-4-hydroxypiperidine). Solvent: Cl (hydrochloric acid). Conditions: temperature 0 celsius. Product: FC1=C(C(=O)C2(CCNCC2)O)C=C(C=C1)F (4-(2,5-Difluorobenzoyl)-4-hydroxypiperidine). Isolated yield 91.3%. Reaction SMILES: C([N:4]1[CH2:9][CH2:8][C:7]([C:11](=[O:20])[C:12]2[CH:17]=[C:16]([F:18])[CH:15]=[CH:14][C:13]=2[F:19])([OH:10])[CH2:6][CH2:5]1)(=O)C>Cl>[F:19][C:13]1[CH:14]=[CH:15][C:16]([F:18])=[CH:17][C:12]=1[C:11]([C:7]1([OH:10])[CH2:8][CH2:9][NH:4][CH2:5][CH2:6]1)=[O:20]. Procedure details: A suspension of 5.66 g of 1-acetyl-4-(2,5-difluorobenzoyl)-4-hydroxypiperidine in 10 ml of 6N hydrochloric acid was stirred at reflux, under nitrogen for 3.5 hrs. The reaction mixture was allowed to cool to 0° C. whereupon a solid separated. The solid was collected, washed with ice-cold acetone and dried to give 4.4 g (80%) of product, mp 191°-193° C. The reactants are CN(C1=CC=C(C(=O)NC=2C(=C(C=CC2)C2=CN=C(C=3NC4=CC(=CC=C4C32)N3CCOCC3)C(=O)OCC)F)C=C1)C (ethyl 4-(3-(4-(dimethylamino)benzamido)-2-fluorophenyl)-7-morpholino-9H-pyrido[3,4-b]indole-1-carboxylate), [OH-].[Na+] (sodium hydroxide). The solvent is CO (methanol). Yields the product CN(C1=CC=C(C(=O)NC=2C(=C(C=CC2)C2=CN=C(C=3NC4=CC(=CC=C4C32)N3CCOCC3)C(=O)O)F)C=C1)C (4-(3-(4-(Dimethylamino)benzamido)-2-fluorophenyl)-7-morpholino-9H-pyrido[3,4-b]indole-1-carboxylic acid). The yield is 84.0%. Reaction SMILES: [CH3:1][N:2]([CH3:43])[C:3]1[CH:42]=[CH:41][C:6]([C:7]([NH:9][C:10]2[C:11]([F:40])=[C:12]([C:16]3[C:28]4[C:27]5[C:22](=[CH:23][C:24]([N:29]6[CH2:34][CH2:33][O:32][CH2:31][CH2:30]6)=[CH:25][CH:26]=5)[NH:21][C:20]=4[C:19]([C:35]([O:37]CC)=[O:36])=[N:18][CH:17]=3)[CH:13]=[CH:14][CH:15]=2)=[O:8])=[CH:5][CH:4]=1.[OH-].[Na+]>CO>[CH3:1][N:2]([CH3:43])[C:3]1[CH:4]=[CH:5][C:6]([C:7]([NH:9][C:10]2[C:11]([F:40])=[C:12]([C:16]3[C:28]4[C:27]5[C:22](=[CH:23][C:24]([N:29]6[CH2:30][CH2:31][O:32][CH2:33][CH2:34]6)=[CH:25][CH:26]=5)[NH:21][C:20]=4[C:19]([C:35]([OH:37])=[O:36])=[N:18][CH:17]=3)[CH:13]=[CH:14][CH:15]=2)=[O:8])=[CH:41][CH:42]=1 |f:1.2|. Procedure: To a suspension of ethyl 4-(3-(4-(dimethylamino)benzamido)-2-fluorophenyl)-7-morpholino-9H-pyrido[3,4-b]indole-1-carboxylate (0.138 g, 0.237 mmol) in methanol (4 mL) at room temperature was added sodium hydroxide (1.068 mL, 1.068 mmol). The mixture was heated at reflux for 45 min. The methanol was removed under vacuum. To the residue was added water (5 mL), and the mixture was acidified with 1 N HCl to pH 5. The insoluble product (0.110 g, 0.199 mmol, 84% yield) was collected as a tan solid with... Starting materials: C(C)(C)(C)OC(N[C@@H](CCCCNC(CCC1=CC=C(C=C1)OCC1=CC=CC=C1)=O)CNC(=O)C1=NC(=C(N=C1N)N)Cl)=O (((S)-5-[3-(4-benzyloxy-phenyl)-propionylamino]-1-{[(3,5-diamino-6-chloro-pyrazine-2-carbonyl)-amino]-methyl}-pentyl)-carbamic acid tert-butyl ester), solution. The solvent is O1CCOCC1 (1,4-dioxane), Cl (HCl), O1CCOCC1 (1,4-dioxane). The product is Cl.N[C@H](CNC(=O)C1=NC(=C(N=C1N)N)Cl)CCCCNC(CCC1=CC=C(C=C1)OCC1=CC=CC=C1)=O (3,5-Diamino-6-chloro-pyrazine-2-carboxylic acid {(S)-2-amino-6-[3-(4-benzyloxy-phenyl)-propionylamino]-hexyl}-amide hydrochloride). RXN SMILES: C(OC(=O)[NH:7][C@H:8]([CH2:32][NH:33][C:34]([C:36]1[C:41]([NH2:42])=[N:40][C:39]([NH2:43])=[C:38]([Cl:44])[N:37]=1)=[O:35])[CH2:9][CH2:10][CH2:11][CH2:12][NH:13][C:14](=[O:31])[CH2:15][CH2:16][C:17]1[CH:22]=[CH:21][C:20]([O:23][CH2:24][C:25]2[CH:30]=[CH:29][CH:28]=[CH:27][CH:26]=2)=[CH:19][CH:18]=1)(C)(C)C>O1CCOCC1.Cl>[ClH:44].[NH2:7][C@@H:8]([CH2:9][CH2:10][CH2:11][CH2:12][NH:13][C:14](=[O:31])[CH2:15][CH2:16][C:17]1[CH:18]=[CH:19][C:20]([O:23][CH2:24][C:25]2[CH:26]=[CH:27][CH:28]=[CH:29][CH:30]=2)=[CH:21][CH:22]=1)[CH2:32][NH:33][C:34]([C:36]1[C:41]([NH2:42])=[N:40][C:39]([NH2:43])=[C:38]([Cl:44])[N:37]=1)=[O:35] |f:3.4|. Reported procedure: A solution of ((S)-5-[3-(4-benzyloxy-phenyl)-propionylamino]-1-{[(3,5-diamino-6-chloro-pyrazine-2-carbonyl)-amino]-methyl}-pentyl)-carbamic acid tert-butyl ester (0.29 g, 0.45 mmol) in 1,4-dioxane (3 mL) and HCl (5 mL of a 4 M solution in 1,4-dioxane, 20 mmol) is stirred at RT for 2 h. The solvent is removed in vacuo and the resulting residue is triturated with diethyl ether and then the diethyl ether is decanted. The remaining solid is dissolved in a minimal amount of MeOH then diethyl ether is...